The task is: describe an organic reaction: reactants, conditions, products, and yield. This data is from the Open Reaction Database (ORD), a public repository of structured organic reaction records. The reactants are CC1=C(C=CC=C1)N1C=CC=2C(=NC=3C(=CC=CC3C21)OCC(F)(F)F)Cl (1-(2-Methylphenyl)-4-chloro-6-β,β,β-trifluoroethoxypyrrolo[3,2-c]quinoline). Solvent: C(O)CN (ethanolamine). Run at temperature 180 celsius. Yields the product CC1=C(C=CC=C1)N1C=CC=2C(=NC=3C(=CC=CC3C21)OCC(F)(F)F)NCCO (1-(2-methylphenyl)-4-[(2-hydroxyethyl)amino]-6-β,β,β-trifluoroethoxypyrrolo[3,2-c]quinoline). Yield: 152.1%. Reaction SMILES: [CH3:1][C:2]1[CH:7]=[CH:6][CH:5]=[CH:4][C:3]=1[N:8]1[C:20]2[C:19]3[CH:18]=[CH:17][CH:16]=[C:15]([O:21][CH2:22][C:23]([F:26])([F:25])[F:24])[C:14]=3[N:13]=[C:12](Cl)[C:11]=2[CH:10]=[CH:9]1>C(CN)O>[CH3:1][C:2]1[CH:7]=[CH:6][CH:5]=[CH:4][C:3]=1[N:8]1[C:20]2[C:19]3[CH:18]=[CH:17][CH:16]=[C:15]([O:21][CH2:22][C:23]([F:26])([F:25])[F:24])[C:14]=3[N:13]=[C:12]([NH:13][CH2:14][CH2:15][OH:21])[C:11]=2[CH:10]=[CH:9]1. Reported procedure: 1-(2-Methylphenyl)-4-chloro-6-β,β,β-trifluoroethoxypyrrolo[3,2-c]quinoline(391 mg, 1.0 mmol), prepared by the procedures of Step 1 and Step 2 in the Example 34, was dissolved in ethanolamine(10 ml) in the pressure tube, and the resultant was refluxed at 180° C. for 3 hours. After removing the excess ethanolamine by distillation under reduced pressure, the residue was diluted in dichloromethane(20 ml), and washed with water(15 ml) for 3 times. The organic layer was dried over anhydrous magnesium ... Starting materials: CC(C)=O, Nc1nc(Cl)cc(Cl)n1, O=C(O)c1cccc2cc(O)ccc12. The product is Nc1nc(Cl)cc(Oc2ccc3c(C(=O)O)cccc3c2)n1. Reaction SMILES: [CH3:24][C:25](=[O:26])[CH3:27].[NH2:1][c:2]1[n:3][c:4]([Cl:9])[cH:5][c:6]([Cl:8])[n:7]1.[OH:10][c:11]1[cH:12][c:13]2[cH:14][cH:15][cH:16][c:17]([C:21](=[O:22])[OH:23])[c:18]2[cH:19][cH:20]1>>[NH2:1][c:2]1[n:3][c:4]([Cl:9])[cH:5][c:6]([O:10][c:11]2[cH:12][c:13]3[cH:14][cH:15][cH:16][c:17]([C:21](=[O:22])[OH:23])[c:18]3[cH:19][cH:20]2)[n:7]1. The reactants are COC(C1=C(C(=CC=C1)C=O)N(CC=1C=NC=CC1)S(=O)(=O)C1=CC=C(C=C1)OC)=O (3-Formyl-2-[(4-methoxy-benzenesulfonyl)-pyridin-3-ylmethyl-amino]-benzoic acid methyl ester), [BH4-].[Na+] (sodium borohydride). Run in CO (methanol), C1CCOC1 (THF). Run at time 1 hour. The product is COC(C1=C(C(=CC=C1)CO)N(CC=1C=NC=CC1)S(=O)(=O)C1=CC=C(C=C1)OC)=O (3-Hydroxymethyl-2-[(4-methoxy-benzenesulfonyl)-pyridin-3-ylmethyl-amino]-benzoic acid methyl ester). Yield: 85.6%. As a reaction SMILES: [CH3:1][O:2][C:3](=[O:31])[C:4]1[CH:9]=[CH:8][CH:7]=[C:6]([CH:10]=[O:11])[C:5]=1[N:12]([S:20]([C:23]1[CH:28]=[CH:27][C:26]([O:29][CH3:30])=[CH:25][CH:24]=1)(=[O:22])=[O:21])[CH2:13][C:14]1[CH:15]=[N:16][CH:17]=[CH:18][CH:19]=1.[BH4-].[Na+]>CO.C1COCC1>[CH3:1][O:2][C:3](=[O:31])[C:4]1[CH:9]=[CH:8][CH:7]=[C:6]([CH2:10][OH:11])[C:5]=1[N:12]([S:20]([C:23]1[CH:24]=[CH:25][C:26]([O:29][CH3:30])=[CH:27][CH:28]=1)(=[O:22])=[O:21])[CH2:13][C:14]1[CH:15]=[N:16][CH:17]=[CH:18][CH:19]=1 |f:1.2|. Reported procedure: To a solution of 0.10 g (0.227 mmol) of the product of Example 335 in 5 mL of methanol and 2.0 mL of THF was added 8.6 mg of sodium borohydride. The reaction was stirred for 1 h at room temperature and then concentrated in vacuo. The residue was diluted with dichloromethane, washed with water, and the organics were then dried over Na2SO4, filtered and concentrated in vacuo. The resulting tan solid was washed with ether and dried in vacuo to give 0.086 g (86%) of the alcohol. Electrospray Mass Sp... Reactants: Cn1cc(N2CCN(C(=O)OC(C)(C)C)CC2=O)cn1, CCOC(C)=O, Cl. The product is Cn1cc(N2CCNCC2=O)cn1. RXN SMILES: [CH3:1][n:2]1[n:3][cH:4][c:5]([N:7]2[C:8](=[O:20])[CH2:9][N:10]([C:13]([O:14][C:15]([CH3:16])([CH3:17])[CH3:18])=[O:19])[CH2:11][CH2:12]2)[cH:6]1.[CH3:22][CH2:23][O:24][C:25](=[O:26])[CH3:27].[ClH:21]>>[CH3:1][n:2]1[n:3][cH:4][c:5]([N:7]2[C:8](=[O:20])[CH2:9][NH:10][CH2:11][CH2:12]2)[cH:6]1. Starting materials: ClCCCS(=O)(=O)N(NC([C@H](CC(C)C)[C@H](C\C=C\C1=CC=CC=C1)C(NOC1OCCCC1)=O)=O)CC(C)C ((E)-2′-(3-chloropropylsulphonyl)-2(R)-[1(S)-[(tetrahydro-2(RS)-pyranyloxy)carbamoyl]-4-phenyl-3-butenyl]-2′-isobutyl-4-methylvalerohydrazide), [I-].[Na+] (sodium iodide), C(C)NCC (diethylamine). The solvent is C(C)C(=O)C (methyl ethyl ketone), C(C)(=O)OCC (ethyl acetate). Run at temperature 80 celsius, time 48 hour. Product: C(C(C)C)NNC(CCC(C)C)=O (2′-isobutyl-4-methylvalerohydrazide). Reaction SMILES: ClCCCS([N:8]([CH2:37][CH:38]([CH3:40])[CH3:39])[NH:9][C:10](=[O:36])[C@@H:11]([C@@H](C(=O)NOC1CCCCO1)C/C=C/C1C=CC=CC=1)[CH2:12][CH:13]([CH3:15])[CH3:14])(=O)=O.[I-].[Na+].C(NCC)C>C(C(C)=O)C.C(OCC)(=O)C>[CH2:37]([NH:8][NH:9][C:10](=[O:36])[CH2:11][CH2:12][CH:13]([CH3:15])[CH3:14])[CH:38]([CH3:40])[CH3:39] |f:1.2|. Procedure details: A solution of 0.60 g of (E)-2′-(3-chloropropylsulphonyl)-2(R)-[1(S)-[(tetrahydro-2(RS)-pyranyloxy)carbamoyl]-4-phenyl-3-butenyl]-2′-isobutyl-4-methylvalerohydrazide in 10 ml of methyl ethyl ketone was treated with 0.18 g of sodium iodide and 1.04 ml of diethylamine. The mixture was heated at 80° C. for 4 hours and then at 60° C. for 48 hours. The mixture was diluted with ethyl acetate, washed with water and saturated aqueous sodium chloride, dried over anhydrous magnesium sulphate and evaporated... The reactants are hydrochloride salt, C(C)(C)(C)OC(=O)N1C[C@H]([C@@H](C1)C1=NC=CC=C1)NC=1C(N(C(=CN1)Cl)CC(=O)OCC)=O (3-(1-tert-Butyloxycarbonyl-trans-4-(2-pyridyl)-pyrrolidin-3-ylamino)-6-chloro-1-ethoxycarbonylmethylpyrazinone), CCN(C(C)C)C(C)C (DIEA), CS(=O)(=O)Cl (methanesulfonyl chloride). The solvent is C(Cl)Cl (CH2Cl2), C(=O)(O)[O-].[Na+] (NaHCO3), C(Cl)Cl (CH2Cl2). Run at temperature 0 celsius, time 6 hour. Product: CS(=O)(=O)N1C[C@H]([C@@H](C1)C1=NC=CC=C1)NC=1C(N(C(=CN1)Cl)CC(=O)OCC)=O (3-(1-Methylsulfonyl-trans-4-(2-pyridyl)-pyrrolidin-3-ylamino)-6-chloro-1-ethoxycarbonylmethylpyrazinone). Reaction SMILES: C(OC([N:8]1[CH2:12][C@@H:11]([C:13]2[CH:18]=[CH:17][CH:16]=[CH:15][N:14]=2)[C@H:10]([NH:19][C:20]2[C:21](=[O:33])[N:22]([CH2:27][C:28]([O:30][CH2:31][CH3:32])=[O:29])[C:23]([Cl:26])=[CH:24][N:25]=2)[CH2:9]1)=O)(C)(C)C.CCN(C(C)C)C(C)C.[CH3:43][S:44](Cl)(=[O:46])=[O:45]>C(Cl)Cl.C([O-])(O)=O.[Na+]>[CH3:43][S:44]([N:8]1[CH2:12][C@@H:11]([C:13]2[CH:18]=[CH:17][CH:16]=[CH:15][N:14]=2)[C@H:10]([NH:19][C:20]2[C:21](=[O:33])[N:22]([CH2:27][C:28]([O:30][CH2:31][CH3:32])=[O:29])[C:23]([Cl:26])=[CH:24][N:25]=2)[CH2:9]1)(=[O:46])=[O:45] |f:4.5|. Procedure: To a stirred solution of the hydrochloride salt of 3-(trans-4-(2-pyridyl)-pyrrolidin-3-ylamino)-6-chloro-1-ethoxycarbonylmethylpyrazinone from step 9 above (0.2 g, 0.48 mmol) in CH2Cl2 (20 mL) at 0° C. was added DIEA (0.30 mL, 1.7 mmol) and methanesulfonyl chloride (63 mg, 0.55 mmol). The resulting solution was stirred at 0° C. for 6 h and then at ambient temperature for 12 h. The mixture was diluted with CH2Cl2 and aqueous NaHCO3. The organic phase was separated, dried over MgSO4, filtered, and...